Dataset: the Open Reaction Database (ORD), a public repository of structured organic reaction records. Task: describe an organic reaction: reactants, conditions, products, and yield The reactants are COc1ccc2c(c1)nc(C(F)(F)F)n2-c1cnc(Br)cn1, N, O, OCCO. Yields the product COc1ccc2c(c1)nc(C(F)(F)F)n2-c1cnc(N)cn1. RXN SMILES: [Br:1][c:2]1[n:3][cH:4][c:5](-[n:8]2[c:9]([C:19]([F:20])([F:21])[F:22])[n:10][c:11]3[c:12]2[cH:13][cH:14][c:15]([O:17][CH3:18])[cH:16]3)[n:6][cH:7]1.[NH3:23].[OH2:28].[OH:24][CH2:25][CH2:26][OH:27]>>[c:2]1([NH2:23])[n:3][cH:4][c:5](-[n:8]2[c:9]([C:19]([F:20])([F:21])[F:22])[n:10][c:11]3[c:12]2[cH:13][cH:14][c:15]([O:17][CH3:18])[cH:16]3)[n:6][cH:7]1. Conditions: temperature 0 celsius, time 1 hour. The product is Cl.C(C)(=O)N1C(CC(CC1(C)C)OC(=O)Cl)(C)C (1-Acetyl-2,2,6,6-tetramethyl-4-chlorocarbonyloxypiperidine Hydrochloride). Procedure: A solution of 19.9 grams (0.1 mol) of 1-acetyl-2,2,6,6-tetramethyl-4-hydroxypiperidine in 150 ml of dry methyl ethyl ketone is added dropwise at 0° C over a 30-minute period to asolution of 28 ml (approximately 0.4 mol) of phosgene in 150 ml of methyl ethyl ketone. The reaction mixture is stirred at 0° C for one hour,then at 20° C. for eighteen hours. Excess dissolved phosgene is flushed out into an absorption trap with a stream of nitrogen. The solid precipitate is removed by filtration, washed... Run in C(C)C(=O)C (methyl ethyl ketone), C(C)C(=O)C (methyl ethyl ketone). Reactants: C(=O)(Cl)Cl (phosgene), C(C)(=O)N1C(CC(CC1(C)C)O)(C)C (1-acetyl-2,2,6,6-tetramethyl-4-hydroxypiperidine), C(=O)(Cl)Cl (phosgene). RXN SMILES: [C:1]([N:4]1[C:9]([CH3:11])([CH3:10])[CH2:8][CH:7]([OH:12])[CH2:6][C:5]1([CH3:14])[CH3:13])(=[O:3])[CH3:2].[C:15]([Cl:18])([Cl:17])=[O:16]>C(C(C)=O)C>[ClH:17].[C:1]([N:4]1[C:5]([CH3:14])([CH3:13])[CH2:6][CH:7]([O:12][C:15]([Cl:18])=[O:16])[CH2:8][C:9]1([CH3:11])[CH3:10])(=[O:3])[CH3:2] |f:3.4|. The yield is 52.0%. Starting materials: C1(CC1)N(CC)CC1=C(C=C(C=C1)C#CC1=CC=C(C=C1)CC(=O)OC)C (methyl (4-{4-[(cyclopropyl-ethyl-amino)-methyl]-3-methyl-phenylethynyl}-phenyl)-acetate), C1(CC1)N(CC)CC1=C(C=C(C=C1)C#CC1=CC=C(C=C1)CC(=O)OC)C (methyl (4-{4-[(cyclopropyl-ethyl-amino)-methyl]-3-methyl-phenylethynyl}-phenyl)-acetate), [OH-].[Na+] (NaOH), aqueous solution, O.CC#N (H2O CH3CN). Solvent: C(C)O (ethanol), O1CCCC1 (tetrahydrofuran). Run at time 8 hour. Yields the product C1(CC1)N(CC)CC1=C(C=C(C=C1)C#CC1=CC=C(C=C1)CC(=O)O)C ((4-{4-[(Cyclopropyl-ethyl-amino)-methyl]-3-methyl-phenylethynyl}-phenyl)-acetic acid). Reaction SMILES: [CH:1]1([N:4]([CH2:7][C:8]2[CH:13]=[CH:12][C:11]([C:14]#[C:15][C:16]3[CH:21]=[CH:20][C:19]([CH2:22][C:23]([O:25]C)=[O:24])=[CH:18][CH:17]=3)=[CH:10][C:9]=2[CH3:27])[CH2:5][CH3:6])[CH2:3][CH2:2]1.[OH-].[Na+].O.CC#N>C(O)C.O1CCCC1>[CH:1]1([N:4]([CH2:7][C:8]2[CH:13]=[CH:12][C:11]([C:14]#[C:15][C:16]3[CH:21]=[CH:20][C:19]([CH2:22][C:23]([OH:25])=[O:24])=[CH:18][CH:17]=3)=[CH:10][C:9]=2[CH3:27])[CH2:5][CH3:6])[CH2:2][CH2:3]1 |f:1.2,3.4|. Procedure details: Using General Procedure I; a solution of methyl (4-{4-[(cyclopropyl-ethyl-amino)-methyl]-3-methyl-phenylethynyl}-phenyl)-acetate (Compound 129, 140.0 mg, 0.39 mmol) in ethanol (5 mL) and tetrahydrofuran (5 mL) was treated with NaOH (360.0 mg, 9.0 mmols, 3.0 mL of a 3N aqueous solution) and stirred overnight at room temperature. Work-up followed by HPLC (Partisil-10 pac 10% H2O—CH3CN) afforded the title compound. Reactants: O=C1CC(Cc2ccccc2)C(=O)O1, Cc1ccccc1, Nc1cc(Cc2n[nH]c(=O)c3ccccc23)ccc1F. Yields the product O=C(CC(Cc1ccccc1)C(=O)O)Nc1cc(Cc2n[nH]c(=O)c3ccccc23)ccc1F. Reaction SMILES: [CH2:21]([c:22]1[cH:23][cH:24][cH:25][cH:26][cH:27]1)[CH:28]1[C:29](=[O:34])[O:30][C:31](=[O:33])[CH2:32]1.[CH3:35][c:36]1[cH:37][cH:38][cH:39][cH:40][cH:41]1.[NH2:1][c:2]1[cH:3][c:4]([CH2:5][c:6]2[n:7][nH:8][c:9](=[O:16])[c:10]3[cH:11][cH:12][cH:13][cH:14][c:15]23)[cH:17][cH:18][c:19]1[F:20]>>[NH:1]([c:2]1[cH:3][c:4]([CH2:5][c:6]2[n:7][nH:8][c:9](=[O:16])[c:10]3[cH:11][cH:12][cH:13][cH:14][c:15]23)[cH:17][cH:18][c:19]1[F:20])[C:31]([CH2:32][CH:28]([CH2:21][c:22]1[cH:23][cH:24][cH:25][cH:26][cH:27]1)[C:29](=[O:30])[OH:34])=[O:33]. Reactants: ClC1=C(C(=CC(=C1)C(F)(F)F)Cl)N1N=C(C(=C1)I)C1=CC=CC=C1 (1-(2,6-dichloro-4-trifluoromethylphenyl)-4-iodo-3-phenylpyrazole), C(=C)[Sn](CCCC)(CCCC)CCCC (Vinyltri-n-butyltin). The reagents and catalysts are C=1C=CC(=CC1)[P](C=2C=CC=CC2)(C=3C=CC=CC3)[Pd]([P](C=4C=CC=CC4)(C=5C=CC=CC5)C=6C=CC=CC6)([P](C=7C=CC=CC7)(C=8C=CC=CC8)C=9C=CC=CC9)[P](C=1C=CC=CC1)(C=1C=CC=CC1)C=1C=CC=CC1 (tetrakis(triphenylphosphine)palladium(0)). The solvent is CN(C=O)C (dimethylformamide). Run at time 10 minute. Yields the product ClC1=C(C(=CC(=C1)C(F)(F)F)Cl)N1N=C(C(=C1)C=C)C1=CC=CC=C1 (1-(2,6-Dichloro-4-trifluoromethylphenyl)4-ethenyl-3-phenyl-pyrazole). As a reaction SMILES: [Cl:1][C:2]1[CH:7]=[C:6]([C:8]([F:11])([F:10])[F:9])[CH:5]=[C:4]([Cl:12])[C:3]=1[N:13]1[CH:17]=[C:16](I)[C:15]([C:19]2[CH:24]=[CH:23][CH:22]=[CH:21][CH:20]=2)=[N:14]1.[CH:25]([Sn](CCCC)(CCCC)CCCC)=[CH2:26]>CN(C)C=O.C1C=CC([P]([Pd]([P](C2C=CC=CC=2)(C2C=CC=CC=2)C2C=CC=CC=2)([P](C2C=CC=CC=2)(C2C=CC=CC=2)C2C=CC=CC=2)[P](C2C=CC=CC=2)(C2C=CC=CC=2)C2C=CC=CC=2)(C2C=CC=CC=2)C2C=CC=CC=2)=CC=1>[Cl:1][C:2]1[CH:7]=[C:6]([C:8]([F:11])([F:10])[F:9])[CH:5]=[C:4]([Cl:12])[C:3]=1[N:13]1[CH:17]=[C:16]([CH:25]=[CH2:26])[C:15]([C:19]2[CH:24]=[CH:23][CH:22]=[CH:21][CH:20]=2)=[N:14]1 |^1:48,50,69,88|. Procedure details: A solution of 1-(2,6-dichloro-4-trifluoromethylphenyl)-4-iodo-3-phenylpyrazole (1 g) in dimethylformamide (12 ml) was added tetrakis(triphenylphosphine)palladium(0) (0.07 g) and the mixture stirred at room temperature for 10 minutes. Vinyltri-n-butyltin (1.8 ml) was added and the mixture heated at 70° C. for 6 hours and then left at room temperature overnight. The reaction mixture was evaporated and then partitioned between water (50 ml) and dichloromethane (50 ml). The organic layer was separat... Starting materials: C(C)(C)(C)OC(=O)N1[C@H](C(CCC1)=O)C1=CC=CC=C1 ((2S)-1-tert-butoxycarbonyl-2-phenylpiperidin-3-one), C[Si](C)(C)OCC#C (O-Trimethylsilylpropargyl alcohol), [F-].C(CCC)[N+](CCCC)(CCCC)CCCC (tetrabutylammonium fluoride), [Cl-].[NH4+] (ammonium chloride), C(C)[Mg]Br (ethylmagnesium bromide). Run in O1CCCC1 (tetrahydrofuran), O (water), O (water), O1CCCC1 (tetrahydrofuran). Run at temperature 0 celsius, time 20 minute. Product: C(C)(C)(C)OC(=O)N1[C@H]([C@](CCC1)(O)C#CCO)C1=CC=CC=C1 ((2S,3R)-1-tert-Butoxycarbonyl-3-(3-hydroxypropyn-1-yl)-2-phenylpiperidin-3-ol). Yield: 63.2%. RXN SMILES: C[Si]([O:5][CH2:6][C:7]#[CH:8])(C)C.C([Mg]Br)C.[C:13]([O:17][C:18]([N:20]1[CH2:25][CH2:24][CH2:23][C:22](=[O:26])[C@@H:21]1[C:27]1[CH:32]=[CH:31][CH:30]=[CH:29][CH:28]=1)=[O:19])([CH3:16])([CH3:15])[CH3:14].[Cl-].[NH4+].[F-].C([N+](CCCC)(CCCC)CCCC)CCC>O1CCCC1.O>[C:13]([O:17][C:18]([N:20]1[CH2:25][CH2:24][CH2:23][C@:22]([C:8]#[C:7][CH2:6][OH:5])([OH:26])[C@@H:21]1[C:27]1[CH:32]=[CH:31][CH:30]=[CH:29][CH:28]=1)=[O:19])([CH3:16])([CH3:14])[CH3:15] |f:3.4,5.6|. Reported procedure: O-Trimethylsilylpropargyl alcohol (24.51 ml, 20.47 g, 160 ml) was added slowly to a cooled (−10° C.) solution of ethylmagnesium bromide. (1M in tetrahydrofuran, 160 ml, 160 mmol). The mixture was stirred at 0° C. for 20 minutes, then at room temperature for 2 hours. The mixture was cooled to −10° C. and a solution of (2S)-1-tert-butoxycarbonyl-2-phenylpiperidin-3-one (Description 1; 42.3 g) in tetrahydrofuran (200 ml) was added dropwise over 30 minutes (Internal temperature below −5° C.). The mi... Starting materials: Brc1cccc(I)c1, C1CCOC1, CCI, CC(C)[N-]C(C)C, [Cl-], [Li+], [NH4+]. The product is CCc1c(Br)cccc1I. RXN SMILES: [Br:1][c:2]1[cH:3][c:4]([I:8])[cH:5][cH:6][cH:7]1.[CH2:22]1[O:23][CH2:24][CH2:25][CH2:26]1.[CH2:9]([CH3:10])[I:11].[CH3:13][CH:14]([N-:15][CH:16]([CH3:17])[CH3:18])[CH3:19].[Cl-:20].[Li+:12].[NH4+:21]>>[Br:1][c:2]1[c:3]([CH2:9][CH3:10])[c:4]([I:8])[cH:5][cH:6][cH:7]1. The product is C(=C(\C=O)/[N+](=O)[O-])\[O-].O.[Na+] (sodium nitromalondialdehyde monohydrate). Reaction SMILES: [N:1]([O-:3])=[O:2].[Na+:4].C(O)(=O)/[C:6](=[C:8](\[CH:10]=[O:11])/Br)/Br.[OH2:14]>C(O)C>[CH:10](/[O-:11])=[C:8](\[N+:1]([O-:3])=[O:2])/[CH:6]=[O:14].[OH2:2].[Na+:4] |f:0.1,5.6.7|. The reactants are N(=O)[O-].[Na+] (sodium nitrite), C(/C(/Br)=C(/Br)\C=O)(=O)O (mucobromic acid), O (water). Procedure: To a solution of sodium nitrite (714 g, 10.2 mol) in 700 ml of water at 50° C.±5° C. was added over a period of 3 hours a solution of mucobromic acid (48) (700 g, 2.7 mol) in 700 ml of warm ethanol. The reaction was stirred for 15 minutes, cooled to 0° C., and 700 ml of ethanol was added. The resulting orange precipitate was collected by vacuum filtration and dried in vacuo to yield sodium nitromalondialdehyde monohydrate (305 g, 1.9 mol) which was used in the next step without further purificat... Run at temperature 0 celsius, time 15 minute. The solvent is C(C)O (ethanol), C(C)O (ethanol). Reactants: N#CCn1ccc(-c2c(F)cccc2F)n1, C1CCOC1, Cn1nc(Cl)c(C(=O)n2cccn2)c1Cl, [H-], [Na+], O. RXN SMILES: [C:1](#[N:2])[CH2:3][n:4]1[n:5][c:6](-[c:9]2[c:10]([F:16])[cH:11][cH:12][cH:13][c:14]2[F:15])[cH:7][cH:8]1.[CH2:35]1[O:36][CH2:37][CH2:38][CH2:39]1.[CH3:19][n:20]1[n:21][c:22]([Cl:33])[c:23]([C:26](=[O:27])[n:28]2[cH:29][cH:30][cH:31][n:32]2)[c:24]1[Cl:25].[H-:17].[Na+:18].[OH2:34]>>[C:1](#[N:2])[C:3]([n:4]1[n:5][c:6](-[c:9]2[c:10]([F:16])[cH:11][cH:12][cH:13][c:14]2[F:15])[cH:7][cH:8]1)=[C:26]([c:23]1[c:22]([Cl:33])[n:21][n:20]([CH3:19])[c:24]1[Cl:25])[OH:27]. The product is Cn1nc(Cl)c(C(O)=C(C#N)n2ccc(-c3c(F)cccc3F)n2)c1Cl.